Dataset: the Open Reaction Database (ORD), a public repository of structured organic reaction records. Task: describe an organic reaction: reactants, conditions, products, and yield Starting materials: BrC=1C=C2C=NNC2=CC1 (5-bromo-1H-indazole), [H-].[Na+] (sodium hydride), ICC (iodoethane). The solvent is O1CCCC1 (tetrahydrofuran). Reaction conditions: time 30 minute. Product: BrC=1C=C2C=NN(C2=CC1)CC (5-bromo-1-ethyl-1H-indazole). Yield: 52.1%. As a reaction SMILES: [Br:1][C:2]1[CH:3]=[C:4]2[C:8](=[CH:9][CH:10]=1)[NH:7][N:6]=[CH:5]2.[H-].[Na+].I[CH2:14][CH3:15]>O1CCCC1>[Br:1][C:2]1[CH:3]=[C:4]2[C:8](=[CH:9][CH:10]=1)[N:7]([CH2:14][CH3:15])[N:6]=[CH:5]2 |f:1.2|. Procedure: To a solution of 5-bromo-1H-indazole (1 g, 5.10 mmol) in tetrahydrofuran (30 mL) was added sodium hydride (330 mg, 8.25 mmol) at 0° C. with stirring for 30 min, iodoethane (1.72 g, 11.04 mmol) was added dropwise. The reaction mixture was stirred overnight at room temperature. The reaction was then quenched with water (50 mL), extracted with ethyl acetate (3×80 mL) and the organic layers combined, dried over anhydrous magnesium sulfate and concentrated under vacuum to give the residue, which was ...